This data is from the Open Reaction Database (ORD), a public repository of structured organic reaction records. The task is: describe an organic reaction: reactants, conditions, products, and yield The reactants are ClC1=C(C(=CC=C1)Cl)S(=O)(=O)N (2,6-dichlorobenzenesulfonamide), [N+](=O)(O)[O-] (nitric acid), O (water). The solvent is S(O)(O)(=O)=O (sulfuric acid). Reaction conditions: temperature 0 celsius, time 2 hour. Yields the product ClC1=C(C(=CC=C1[N+](=O)[O-])Cl)S(=O)(=O)N (2,6-dichloro-3-nitrobenzenesulfonamide). Isolated yield 76.7%. RXN SMILES: [Cl:1][C:2]1[CH:7]=[CH:6][CH:5]=[C:4]([Cl:8])[C:3]=1[S:9]([NH2:12])(=[O:11])=[O:10].[N+:13]([O-])([OH:15])=[O:14].O>S(=O)(=O)(O)O>[Cl:1][C:2]1[C:7]([N+:13]([O-:15])=[O:14])=[CH:6][CH:5]=[C:4]([Cl:8])[C:3]=1[S:9]([NH2:12])(=[O:10])=[O:11]. Procedure details: Into a solution of 2,6-dichlorobenzenesulfonamide (7.8 g, 34.5 mmol) in 30 mL of concentrated sulfuric acid at 0°, nitric acid (1.74 mL, 41.4 mmol) was added dropwise. The mixture was stirred at 0° C. for 2 hours, then 200 mL of water was added to produce a precipitate. The resulting mixture was filtered. The white solid was collected, washed with water and dried in vacuo to give the desired product (7.17 g, 76%). 1H NMR (DMSO-d6): δ8.25 (s, 2H), 8.20 (d, 1H), 7.92 (d, 1H). Reactants: COC1=CC2=C(OCC3=C(C2=O)C=CC=C3)C=C1 (2-methoxy-6,11-dihydrodibenz[b,e]oxepin-11-one), [BH4-].[Na+] (sodium borohydride), (1962)]in, CO (methanol). The solvent is C(Cl)(Cl)Cl (chloroform). Run at time 1 hour. Yields the product COC1=CC2=C(OCC3=C(C2O)C=CC=C3)C=C1 (2-methoxy-6,11-dihydrodibenz[b,e]oxepin-11-ol). Isolated yield 89.3%. RXN SMILES: [CH3:1][O:2][C:3]1[CH:18]=[CH:17][C:6]2[O:7][CH2:8][C:9]3[CH:16]=[CH:15][CH:14]=[CH:13][C:10]=3[C:11](=[O:12])[C:5]=2[CH:4]=1.CO.[BH4-].[Na+]>C(Cl)(Cl)Cl>[CH3:1][O:2][C:3]1[CH:18]=[CH:17][C:6]2[O:7][CH2:8][C:9]3[CH:16]=[CH:15][CH:14]=[CH:13][C:10]=3[CH:11]([OH:12])[C:5]=2[CH:4]=1 |f:2.3|. Procedure details: A solution of 10 g of 2-methoxy-6,11-dihydrodibenz[b,e]oxepin-11-one [Monatsh. Chem., 93, 889 (1962)]in 100 ml of methanol is cooled to 0° C. Thereto 3 g of sodium borohydride is added and the mixture is stirred for 1 hour. After completion of the reaction, chloroform is added and the mixture is washed with a saturated saline solution. After drying over magnesium sulfate and the solvent is distilled off under reduced pressure, the residue is subjected to a silica-gel chromatography and eluted wi... Reactants: CC=1C=C(CN2N=C(C=C2C(F)(F)F)C(F)(F)F)C=CC1[N+](=O)[O-] (1-(3-methyl-4-nitrobenzyl)-3,5-bis(trifluoromethyl)-1H-pyrazole), C(C)(=O)[O-].[NH4+] (ammonium acetate), CC(=O)C (acetone), aqueous solution. The reagents and catalysts are [Cl-].[Cl-].[Cl-].[Ti+3] (titanium trichloride). The solvent is O (water). Conditions: time 12 hour. Yields the product CC=1C=C(CN2N=C(C=C2C(F)(F)F)C(F)(F)F)C=CC1N (1-(3-methyl-4-aminobenzyl)-3,5-bis(trifluoromethyl)-1H-pyrazole). Yield: 92.9%. Reaction SMILES: [CH3:1][C:2]1[CH:3]=[C:4]([CH:19]=[CH:20][C:21]=1[N+:22]([O-])=O)[CH2:5][N:6]1[C:10]([C:11]([F:14])([F:13])[F:12])=[CH:9][C:8]([C:15]([F:18])([F:17])[F:16])=[N:7]1.C([O-])(=O)C.[NH4+].CC(C)=O>[Cl-].[Cl-].[Cl-].[Ti+3].O>[CH3:1][C:2]1[CH:3]=[C:4]([CH:19]=[CH:20][C:21]=1[NH2:22])[CH2:5][N:6]1[C:10]([C:11]([F:12])([F:13])[F:14])=[CH:9][C:8]([C:15]([F:18])([F:17])[F:16])=[N:7]1 |f:1.2,4.5.6.7|. Procedure: To a mixture of 1-(3-methyl-4-nitrobenzyl)-3,5-bis(trifluoromethyl)-1H-pyrazole (1.4 g), ammonium acetate (30.5 g), acetone (60 ml) and water (30 ml), 20% aqueous solution of titanium trichloride (27.5 g) was added at room temperature and the mixture was stirred at room temperature for 12 hours. After finishing the reaction, the mixture was extracted with ethyl acetate, washed with saturated aqueous solution of sodium chloride and dried with anhydrous sodium sulfate. After distilling off the sol... Reported procedure: According to the general procedure, a solution of methyl trans cinnamate (49 mg, 0.30 mmol) and rac-32 (9.8 mg, 0.0062 mmol, 2.0 mol %) in CH2Cl2 (3 mL) was pressurized with H2 to 62 bar and stirred for 48 h. Filtration of the reaction mixture and evaporation of the solvent gave 40 as a clear oil (48 mg, 95%). 1H NMR26 (300 MHz, CDCl3): δ 7.33-7.19 (m, 5H), 3.68 (s, 3H), 2.97 (t, 2H, J=8.1 Hz), 2.65 (t, 2H, J=7.8 Hz); 13C NMR (75.5 MHz, CDCl3): δ 173.4, 140.6, 128.6, 128.4, 126.4, 51.7, 35.8, 31... The reactants are C(\C=C\C1=CC=CC=C1)(=O)OC (methyl trans cinnamate). Conditions: time 48 hour. Solvent: C(Cl)Cl (CH2Cl2). As a reaction SMILES: [C:1]([O:11][CH3:12])(=[O:10])/[CH:2]=[CH:3]/[C:4]1[CH:9]=[CH:8][CH:7]=[CH:6][CH:5]=1>C(Cl)Cl>[C:4]1([CH2:3][CH2:2][C:1]([O:11][CH3:12])=[O:10])[CH:9]=[CH:8][CH:7]=[CH:6][CH:5]=1. Yield: 97.4%. The product is C1(=CC=CC=C1)CCC(=O)OC (Methyl 3-phenylpropanoate). Reactants: C=C(NC(C)=O)C(=O)O, CO. The product is CC(=O)NC(C)C(=O)O. RXN SMILES: [C:1]([CH3:2])(=[O:3])[NH:4][C:5]([C:6](=[O:7])[OH:8])=[CH2:9].[CH3:10][OH:11]>>[C:1]([CH3:2])(=[O:3])[NH:4][CH:5]([C:6](=[O:7])[OH:8])[CH3:9].